Dataset: the Open Reaction Database (ORD), a public repository of structured organic reaction records. Task: describe an organic reaction: reactants, conditions, products, and yield The reactants are FC=1C=CC(=C(C=O)C1)C (5-Fluoro-2-methylbenzaldehyde), C(C=CC1=CC=CC=C1)(=O)OCC (ethyl cinnamate). Product: FC=1C=CC(=C(C1)/C=C/C(=O)OCC)C (Ethyl (E)-3-(5-fluoro-2-methylphenyl)-2-propenoate). Procedure: 5-Fluoro-2-methylbenzaldehyde (40.58 g; 294 mmol) was converted to the ethyl cinnamate according to step 1 of example 1 to yield 40.81 g. of the title compound. Reaction SMILES: [F:1][C:2]1[CH:3]=[CH:4][C:5]([CH3:10])=[C:6]([CH:9]=1)[CH:7]=O.[C:11]([O:21][CH2:22][CH3:23])(=[O:20])[CH:12]=CC1C=CC=CC=1>>[F:1][C:2]1[CH:3]=[CH:4][C:5]([CH3:10])=[C:6](/[CH:7]=[CH:12]/[C:11]([O:21][CH2:22][CH3:23])=[O:20])[CH:9]=1.